Dataset: the Open Reaction Database (ORD), a public repository of structured organic reaction records. Task: describe an organic reaction: reactants, conditions, products, and yield The reactants are ClC1=NC=NC2=CC3=C(C=C12)OCO3 (4-Chloro-6,7-methylenedioxyquinazoline), C(#C)C=1C=C(N)C=CC1 (3-ethynylaniline). Solvent: C(C)(C)O (isopropyl alcohol). The product is Cl.C(#C)C=1C=C(C=CC1)NC1=NC=NC2=CC3=C(C=C12)OCO3 ((3-Ethynylphenyl)-(6,7-methylenedioxyquinazolin-4-yl)-amine Hydrochloride). RXN SMILES: [Cl:1][C:2]1[C:11]2[C:6](=[CH:7][C:8]3[O:14][CH2:13][O:12][C:9]=3[CH:10]=2)[N:5]=[CH:4][N:3]=1.[C:15]([C:17]1[CH:18]=[C:19]([CH:21]=[CH:22][CH:23]=1)[NH2:20])#[CH:16]>C(O)(C)C>[ClH:1].[C:15]([C:17]1[CH:18]=[C:19]([NH:20][C:2]2[C:11]3[C:6](=[CH:7][C:8]4[O:14][CH2:13][O:12][C:9]=4[CH:10]=3)[N:5]=[CH:4][N:3]=2)[CH:21]=[CH:22][CH:23]=1)#[CH:16] |f:3.4|. Procedure: 4-Chloro-6,7-methylenedioxyquinazoline (200 mg, 1.04 mmol) and 3-ethynylaniline (127 mg, 1.09 mmol) were refluxed in 5 mL of isopropyl alcohol for 16 hour, cooled and filtered to afford solid title product which was washed with 10 mL of isopropyl alcohol and dried in vacuo at 70° C., 266 mg (79%); mp >350° C.